Dataset: the Open Reaction Database (ORD), a public repository of structured organic reaction records. Task: describe an organic reaction: reactants, conditions, products, and yield Starting materials: ClC1=C(C(=CC(=C1)C(F)(F)F)Cl)N1N=C(C(=C1)C#C)C(F)(F)F (1-(2,6-dichloro-4-trifluoromethylphenyl)4ethynyl-3-trifluoromethylpyrazole), BrN1C(CCC1=O)=O (N-bromosuccinimide). The reagents and catalysts are [N+](=O)([O-])[O-].[Ag+] (silver nitrate). Run in CC(=O)C (acetone). Reaction conditions: time 2 hour. Product: BrC#CC=1C(=NN(C1)C1=C(C=C(C=C1Cl)C(F)(F)F)Cl)C(F)(F)F (4-Bromoethynyl-1-(2,6-dichloro-4-trifluoromethylphenyl)-3-trifluoromethylpyrazole). RXN SMILES: [Cl:1][C:2]1[CH:7]=[C:6]([C:8]([F:11])([F:10])[F:9])[CH:5]=[C:4]([Cl:12])[C:3]=1[N:13]1[CH:17]=[C:16]([C:18]#[CH:19])[C:15]([C:20]([F:23])([F:22])[F:21])=[N:14]1.[Br:24]N1C(=O)CCC1=O>CC(C)=O.[N+]([O-])([O-])=O.[Ag+]>[Br:24][C:19]#[C:18][C:16]1[C:15]([C:20]([F:23])([F:22])[F:21])=[N:14][N:13]([C:3]2[C:4]([Cl:12])=[CH:5][C:6]([C:8]([F:10])([F:9])[F:11])=[CH:7][C:2]=2[Cl:1])[CH:17]=1 |f:3.4|. Procedure: To a stirred solution of 1-(2,6-dichloro-4-trifluoromethylphenyl)4ethynyl-3-trifluoromethylpyrazole (3.1 g) in acetone (25 ml) was added N-bromosuccinimide (1.4 g) and silver nitrate (0. 14 g). Stirring was continued at room temperature for 2 hours. The reaction mixture was evaporated and the residue partitioned between ether and water. The organic layer was separated, dried and evaporated. The residue was purified by column chromatography on silica gel (10 g) eluted with hexane and then dichlor... The reactants are CCCCCC (hexane), C[Si](C)(C)C=[N+]=[N-] (trimethylsilyldiazomethane), [N+](=O)([O-])C1=C(C(=O)O)C=CC=C1C (2-Nitro-3-methylbenzoic acid). Solvent: CC(=O)C (acetone). Run at time 3 hour. Yields the product [N+](=O)([O-])C1=C(C(=O)OC)C=CC=C1C (methyl 2-nitro-3-methylbenzoate). Reaction SMILES: [CH3:1]CCCCC.C[Si](C=[N+]=[N-])(C)C.[N+:14]([C:17]1[C:25]([CH3:26])=[CH:24][CH:23]=[CH:22][C:18]=1[C:19]([OH:21])=[O:20])([O-:16])=[O:15]>CC(C)=O>[N+:14]([C:17]1[C:25]([CH3:26])=[CH:24][CH:23]=[CH:22][C:18]=1[C:19]([O:21][CH3:1])=[O:20])([O-:16])=[O:15]. Procedure details: 2M hexane solution (4.5 mL) of trimethylsilyldiazomethane was added to the mixture of 2-Nitro-3-methylbenzoic acid (1.6 g) and acetone (15 mL) and stirred for 3 hours. After removing the solvent, the residue was diluted with ethyl acetate and washed with 1M sodium hydrate aqueous solution, water and saturated aqueous solution of sodium chloride respectively. Then the obtained substance was concentrated and dried to obtain methyl 2-nitro-3-methylbenzoate. Yields the product [N-]=[N+]=NCC1CCN(C(c2ccccc2)(c2ccccc2)c2ccccc2)CC1. RXN SMILES: [CH3:1][S:2]([O:3][CH2:6][CH:7]1[CH2:8][CH2:9][N:10]([C:13]([c:14]2[cH:15][cH:16][cH:17][cH:18][cH:19]2)([c:20]2[cH:21][cH:22][cH:23][cH:24][cH:25]2)[c:26]2[cH:27][cH:28][cH:29][cH:30][cH:31]2)[CH2:11][CH2:12]1)(=[O:4])=[O:5].[CH3:36][N:37]([CH3:38])[CH:39]=[O:40].[N-:33]=[N+:34]=[N-:35].[Na+:32]>>[CH2:6]([CH:7]1[CH2:8][CH2:9][N:10]([C:13]([c:14]2[cH:15][cH:16][cH:17][cH:18][cH:19]2)([c:20]2[cH:21][cH:22][cH:23][cH:24][cH:25]2)[c:26]2[cH:27][cH:28][cH:29][cH:30][cH:31]2)[CH2:11][CH2:12]1)[N:33]=[N+:34]=[N-:35]. Starting materials: CS(=O)(=O)OCC1CCN(C(c2ccccc2)(c2ccccc2)c2ccccc2)CC1, CN(C)C=O, [N-]=[N+]=[N-], [Na+]. Reactants: CC1CN(C(=O)OCc2ccccc2)C12CCCN(C(=O)OC(C)(C)C)C2, ClC(Cl)Cl, [Na+], [OH-], O=C(O)C(F)(F)F. Yields the product CC1CN(C(=O)OCc2ccccc2)C12CCCNC2. Reaction SMILES: [C:1]([O:2][C:3](=[O:4])[N:8]1[CH2:9][C:10]2([CH:11]([CH3:24])[CH2:12][N:13]2[C:14](=[O:15])[O:16][CH2:17][c:18]2[cH:19][cH:20][cH:21][cH:22][cH:23]2)[CH2:25][CH2:26][CH2:27]1)([CH3:5])([CH3:6])[CH3:7].[CH:37]([Cl:38])([Cl:39])[Cl:40].[Na+:36].[OH-:35].[OH:28][C:29]([C:30]([F:31])([F:32])[F:33])=[O:34]>>[NH:8]1[CH2:9][C:10]2([CH:11]([CH3:24])[CH2:12][N:13]2[C:14](=[O:15])[O:16][CH2:17][c:18]2[cH:19][cH:20][cH:21][cH:22][cH:23]2)[CH2:25][CH2:26][CH2:27]1. The reactants are CN1CCCC1=O, CS(C)=O, CO, CC(C)(O)c1ccc(C(=O)Nc2cc(Cl)n3nccc3n2)cc1, O=CN1CCNCC1. Yields the product CC(C)(O)c1ccc(C(=O)Nc2cc(N3CCN(C=O)CC3)n3nccc3n2)cc1. Reaction SMILES: [CH3:32][N:33]1[CH2:34][CH2:35][CH2:36][C:37]1=[O:38].[CH3:39][S:40]([CH3:41])=[O:42].[CH3:43][OH:44].[Cl:1][c:2]1[cH:3][c:4]([NH:11][C:12]([c:13]2[cH:14][cH:15][c:16]([C:19]([CH3:20])([CH3:21])[OH:22])[cH:17][cH:18]2)=[O:23])[n:5][c:6]2[n:7]1[n:8][cH:9][cH:10]2.[N:24]1([CH:30]=[O:31])[CH2:25][CH2:26][NH:27][CH2:28][CH2:29]1>>[c:2]1([N:27]2[CH2:26][CH2:25][N:24]([CH:30]=[O:31])[CH2:29][CH2:28]2)[cH:3][c:4]([NH:11][C:12]([c:13]2[cH:14][cH:15][c:16]([C:19]([CH3:20])([CH3:21])[OH:22])[cH:17][cH:18]2)=[O:23])[n:5][c:6]2[n:7]1[n:8][cH:9][cH:10]2.